The task is: describe an organic reaction: reactants, conditions, products, and yield. This data is from the Open Reaction Database (ORD), a public repository of structured organic reaction records. The reactants are [Na+], O=C([O-])O, CC(=O)c1cc(COC2CCCCO2)c2c(c1)-c1ccccc1C2=O, O=S(=O)(O)O. Yields the product CC(=O)c1cc(CO)c2c(c1)-c1ccccc1C2=O. As a reaction SMILES: [Na+:35].[O-:31][C:32]([OH:33])=[O:34].[O:1]1[CH2:2][CH2:3][CH2:4][CH2:5][CH:6]1[O:7][CH2:8][c:9]1[cH:10][c:11]([C:23](=[O:24])[CH3:25])[cH:12][c:13]2[c:21]1[C:20](=[O:22])[c:19]1[c:14]-2[cH:15][cH:16][cH:17][cH:18]1.[S:26](=[O:27])(=[O:28])([OH:29])[OH:30]>>[OH:7][CH2:8][c:9]1[cH:10][c:11]([C:23](=[O:24])[CH3:25])[cH:12][c:13]2[c:21]1[C:20](=[O:22])[c:19]1[c:14]-2[cH:15][cH:16][cH:17][cH:18]1. Yields the product COc1cc(CN)ccc1CN1CCCC1. Reactants: [Al+3], C1CCOC1, COc1cc(C(N)=O)ccc1CN1CCCC1, [H-], [H-], [H-], [H-], [Li+]. As a reaction SMILES: [Al+3:19].[CH2:24]1[O:25][CH2:26][CH2:27][CH2:28]1.[CH3:1][O:2][c:3]1[cH:4][c:5]([C:6](=[O:7])[NH2:8])[cH:9][cH:10][c:11]1[CH2:12][N:13]1[CH2:14][CH2:15][CH2:16][CH2:17]1.[H-:18].[H-:21].[H-:22].[H-:23].[Li+:20]>>[CH3:1][O:2][c:3]1[cH:4][c:5]([CH2:6][NH2:8])[cH:9][cH:10][c:11]1[CH2:12][N:13]1[CH2:14][CH2:15][CH2:16][CH2:17]1. Procedure details: The title compound was prepared as described in General Method 1 using 5.6 mmol of methyl acetoacetate, 6.1 mmol of NaH 60% dispersion in oil, 5.9 mmol of 1.6M n-butyl lithium in hexane, 5.6 mmol of 5-oxo-5-phenylpentanoic acid benzylmethyl amide and 25 mL of tetrahydrofuran. The product was flash chromatographed using CH2 Cl2 /MeOH (98/2) to give a solid (m.p. 47°-51° C.). 1H NMR (DMSO-d6) δ1.1-1.3 (m, 1H), 1.4-1.6 (m, 1H), 1.8-2.0 (m, 2H), 2.2-2.4 (m, 2H), 2.75/2.81 (s/s 3H), 2.85-3.1 (m, 2H),... RXN SMILES: [C:1](OC)(=[O:6])[CH2:2][C:3]([CH3:5])=[O:4].[H-].[Na+].[CH2:11]([Li])CCC.[CH2:16]([CH2:23][NH:24][C:25](=[O:37])[CH2:26][CH2:27][CH2:28][C:29](=[O:36])[C:30]1[CH:35]=[CH:34][CH:33]=[CH:32][CH:31]=1)[C:17]1[CH:22]=[CH:21][CH:20]=[CH:19]C=1>CCCCCC.O1CCCC1>[CH2:23]([N:24]([CH3:11])[C:25](=[O:37])[CH2:26][CH2:27][CH2:28][C:29]1([C:30]2[CH:31]=[CH:32][CH:33]=[CH:34][CH:35]=2)[CH2:5][C:3]([OH:4])=[CH:2][C:1](=[O:6])[O:36]1)[C:16]1[CH:17]=[CH:22][CH:21]=[CH:20][CH:19]=1 |f:1.2|. Solvent: O1CCCC1 (tetrahydrofuran), CCCCCC (hexane). Product: C(C1=CC=CC=C1)N(C(CCCC1(OC(C=C(C1)O)=O)C1=CC=CC=C1)=O)C (N-Benzyl-4-(3,6-dihydro-4-hydroxy-6-oxo-2-phenyl-2H-pyran-2-yl)-N-methylbutyramide), solid. Reactants: C(C1=CC=CC=C1)CNC(CCCC(C1=CC=CC=C1)=O)=O (5-oxo-5-phenylpentanoic acid benzylmethyl amide), C(CCC)[Li] (n-butyl lithium), C(CC(=O)C)(=O)OC (methyl acetoacetate), [H-].[Na+] (NaH). Starting materials: OC1=CC=C(C=C1)C1CCC(CC1)=CC(=O)OCC (ethyl [4-(4-hydroxyphenyl)cyclohexylidene]acetate), [H][H] (hydrogen). The reagents and catalysts are [Pd] (palladium-on-charcoal). Run in C(C)(=O)OCC (ethyl acetate). Yields the product OC1=CC=C(C=C1)C1CCC(CC1)CC(=O)OCC (ethyl [4-(4-hydroxyphenyl)cyclohexyl]acetate). The yield is 90.1%. Reaction SMILES: [OH:1][C:2]1[CH:7]=[CH:6][C:5]([CH:8]2[CH2:13][CH2:12][C:11](=[CH:14][C:15]([O:17][CH2:18][CH3:19])=[O:16])[CH2:10][CH2:9]2)=[CH:4][CH:3]=1.[H][H]>C(OCC)(=O)C.[Pd]>[OH:1][C:2]1[CH:3]=[CH:4][C:5]([CH:8]2[CH2:9][CH2:10][CH:11]([CH2:14][C:15]([O:17][CH2:18][CH3:19])=[O:16])[CH2:12][CH2:13]2)=[CH:6][CH:7]=1. Procedure: 6.646 g of ethyl [4-(4-hydroxyphenyl)cyclohexylidene]acetate (26.53 mmol, 1 eq.) are placed in 150 mL of ethyl acetate in a Parr bottle under nitrogen. 0.77 g of 10% palladium-on-charcoal (0.72 mmol, 0.03 eq.) is added and the reaction medium is placed under 50 psi of hydrogen for 3 hours at 25° C. The reaction medium is filtered and concentrated to give 6.27 g of ethyl [4-(4-hydroxyphenyl)cyclohexyl]acetate. Reactants: Cl.Cl.FC=1C=C(C=CC1OCC1=CC=C(C=C1)C(F)(F)F)C(CN1CCN(CC1)C)C1(CCCCC1)O (1-[1-(3-fluoro-4-{[4-(trifluoromethyl)benzyl]oxy}phenyl)-2-(4-methylpiperazin-1-yl)ethyl]cyclohexanol dihydrochloride), FC=1C=C(C=CC1OCC1=CC=C(C=C1)C)C(C(=O)N1CCN(CC1)C(=O)OC(C)(C)C)C1(CCCCC1)O (tert-butyl 4-[(3-fluoro-4-{[4-(methyl)benzyl]oxy}phenyl)(1-hydroxycyclohexyl)acetyl]piperazine-1-carboxylate). Product: Cl.Cl.FC=1C=C(C=CC1OCC1=CC=C(C=C1)C)C(CN1CCNCC1)C1(CCCCC1)O (1-(1-{3-fluoro-4-[(4-methylbenzyl)oxy}phenyl]-2-piperazin-1-ylethyl)cyclohexanol Dihydrochloride). Reaction SMILES: [ClH:1].Cl.[F:3][C:4]1[CH:5]=[C:6]([CH:22]([C:31]2([OH:37])[CH2:36][CH2:35][CH2:34][CH2:33][CH2:32]2)[CH2:23][N:24]2[CH2:29][CH2:28][N:27](C)[CH2:26][CH2:25]2)[CH:7]=[CH:8][C:9]=1[O:10][CH2:11][C:12]1[CH:17]=[CH:16][C:15]([C:18](F)(F)F)=[CH:14][CH:13]=1.FC1C=C(C(C2(O)CCCCC2)C(N2CCN(C(OC(C)(C)C)=O)CC2)=O)C=CC=1OCC1C=CC(C)=CC=1>>[ClH:1].[ClH:1].[F:3][C:4]1[CH:5]=[C:6]([CH:22]([C:31]2([OH:37])[CH2:32][CH2:33][CH2:34][CH2:35][CH2:36]2)[CH2:23][N:24]2[CH2:25][CH2:26][NH:27][CH2:28][CH2:29]2)[CH:7]=[CH:8][C:9]=1[O:10][CH2:11][C:12]1[CH:13]=[CH:14][C:15]([CH3:18])=[CH:16][CH:17]=1 |f:0.1.2,4.5.6|. Procedure: In an analogous manner to Example 1, step 2 1-[1-(3-fluoro-4-{[4-(trifluoromethyl)benzyl]oxy}phenyl)-2-(4-methylpiperazin-1-yl)ethyl]cyclohexanol dihydrochloride was prepared from tert-butyl 4-[(3-fluoro-4-{[4-(methyl)benzyl]oxy}phenyl)(1-hydroxycyclohexyl)acetyl]piperazine-1-carboxylate. MS (ESI) m/z 427; HRMS: calcd for C26H35FN2O2+H+, 427.27553; found (ESI, [M+H]+), 427.2776.